Dataset: the Open Reaction Database (ORD), a public repository of structured organic reaction records. Task: describe an organic reaction: reactants, conditions, products, and yield Reactants: [BH4-].[Na+] (NaBH4), C1(CCCC1)C[C@@H](N)C(=O)O (3-cyclopentyl-D-alanine), FC1=CC=C(C=C1)N1[C@@H]([C@H](C1=O)SCC(=O)C1=CC=C(C=C1)F)C1=CC=C(OCC(=O)NCC(=O)O)C=C1 (N-{[4-((2R,3R)-1-(4-fluorophenyl)-3-{[2-(4-fluorophenyl)-2-oxoethyl]thio}-4-oxoazetidin-2-yl)phenoxy]acetyl}glycine), CN1CCOCC1 (N-methyl morpholine), CN(C)C(=[N+](C)C)ON1C2=C(C=CC=C2)N=N1.[B-](F)(F)(F)F (TBTU), alcohol. Run in CO (MeOH), O (water), CN(C)C=O (DMF). Reaction conditions: time 1.5 hour. The product is FC1=CC=C(C=C1)N1[C@@H]([C@H](C1=O)SCC(O)C1=CC=C(C=C1)F)C1=CC=C(OCC(=O)NCC(=O)N[C@H](CC2CCCC2)C(=O)O)C=C1 (N-{[4-((2R,3R)-1-(4-fluorophenyl)-3-{[2-(4-fluorophenyl)-2-hydroxyethyl]thio}-4-oxoazetidin-2-yl)phenoxy]acetyl}glycyl-3-cyclopentyl-D-alanine). Isolated yield 0.0%. As a reaction SMILES: [F:1][C:2]1[CH:7]=[CH:6][C:5]([N:8]2[C:11](=[O:12])[C@H:10]([S:13][CH2:14][C:15]([C:17]3[CH:22]=[CH:21][C:20]([F:23])=[CH:19][CH:18]=3)=[O:16])[C@H:9]2[C:24]2[CH:38]=[CH:37][C:27]([O:28][CH2:29][C:30]([NH:32][CH2:33][C:34](O)=[O:35])=[O:31])=[CH:26][CH:25]=2)=[CH:4][CH:3]=1.CN1CCOCC1.CN(C(ON1N=NC2C=CC=CC1=2)=[N+](C)C)C.[B-](F)(F)(F)F.[CH:68]1([CH2:73][C@H:74]([C:76]([OH:78])=[O:77])[NH2:75])[CH2:72][CH2:71][CH2:70][CH2:69]1.[BH4-].[Na+]>CN(C=O)C.CO.O>[F:1][C:2]1[CH:3]=[CH:4][C:5]([N:8]2[C:11](=[O:12])[C@H:10]([S:13][CH2:14][CH:15]([C:17]3[CH:18]=[CH:19][C:20]([F:23])=[CH:21][CH:22]=3)[OH:16])[C@H:9]2[C:24]2[CH:25]=[CH:26][C:27]([O:28][CH2:29][C:30]([NH:32][CH2:33][C:34]([NH:75][C@@H:74]([C:76]([OH:78])=[O:77])[CH2:73][CH:68]3[CH2:69][CH2:70][CH2:71][CH2:72]3)=[O:35])=[O:31])=[CH:37][CH:38]=2)=[CH:6][CH:7]=1 |f:2.3,5.6|. Reported procedure: To a solution of N-{[4-((2R,3R)-1-(4-fluorophenyl)-3-{[2-(4-fluorophenyl)-2-oxoethyl]thio}-4-oxoazetidin-2-yl)phenoxy]acetyl}glycine (0.05 g, 0.092 mmol) and N-methyl morpholine (0.037 g, 0.37 mmol) in DMF (2 ml), under an atmosphere of nitrogen, was added TBTU (0.039 g, 0.12 mmol). After 1.5 h, 3-cyclopentyl-D-alanine (0.022 g, 0.139 mmol) was added. The reaction was allowed to stir for 1 h after which water (1 ml) was added. After 10 minutes, MeOH (2 ml) and NaBH4 (0.035 g, 0.925 mmol) were ad... The reactants are C1(=CC=C(C=C1)C(=O)N1[C@@H](CC(C1)=NOC)C(N)=NO)C1=CC=CC=C1 ((2S,4EZ)-1-([1,1′-biphenyl]-4-ylcarbonyl)-N′-hydroxy-4-(methoxyimino)-2-pyrrolidinecarboximidamide), C1(=CC=C(C=C1)C(=O)N1[C@@H](CC(C1)=NOC)C(N)=NO)C1=CC=CC=C1 ((2S,4EZ)-1-([1,1′-biphenyl]-4-ylcarbonyl)-N′-hydroxy-4-(methoxyimino)-2-pyrrolidinecarboximidamide), CN(CCC(=O)O)C (N,N-dimethyl-β-alanine). Product: CON=C1CN([C@@H](C1)C1=NOC(=N1)CCN(C)C)C(=O)C1=CC=C(C=C1)C1=CC=CC=C1 ((3EZ,5S)-([1,1′-biphenyl]-4-ylcarbonyl)-5-{5-[2-(dimethylamino)ethyl]-1,2,4-oxadiazol-3-yl}-3-pyrrolidinone O-methyloxime). The yield is 25.0%. As a reaction SMILES: [C:1]1([C:21]2[CH:26]=[CH:25][CH:24]=[CH:23][CH:22]=2)[CH:6]=[CH:5][C:4]([C:7]([N:9]2[CH2:13][C:12](=[N:14][O:15][CH3:16])[CH2:11][C@H:10]2[C:17](=[N:19][OH:20])[NH2:18])=[O:8])=[CH:3][CH:2]=1.[CH3:27][N:28]([CH3:34])[CH2:29][CH2:30][C:31](O)=O>>[CH3:16][O:15][N:14]=[C:12]1[CH2:11][C@@H:10]([C:17]2[N:18]=[C:31]([CH2:30][CH2:29][N:28]([CH3:34])[CH3:27])[O:20][N:19]=2)[N:9]([C:7]([C:4]2[CH:3]=[CH:2][C:1]([C:21]3[CH:26]=[CH:25][CH:24]=[CH:23][CH:22]=3)=[CH:6][CH:5]=2)=[O:8])[CH2:13]1. Procedure details: Following the general method as outlined in Example 15, starting from (2S,4EZ)-1-([1,1′-biphenyl]-4-ylcarbonyl)-N′-hydroxy-4-(methoxyimino)-2-pyrrolidinecarboximidamide (Intermediate 8) and N,N-dimethyl-β-alanine, the title compound was obtained in 25% yield (91.5% purity by HPLC). The yield is 91.5%. Reported procedure: 10% palladium-activated carbon (2.5 g) was added to a solution of commercially available 2-methoxy-3-nitropyridine (50.5 g) in methanol (500 mL), and the mixture was stirred for four hours in a hydrogen atmosphere. The reaction solution was filtered through celite, and then the filtrate was concentrated under reduced pressure. The resulting residue was purified by silica gel column chromatography (hexane:ethyl acetate=8:1) to give 2-methoxypyridin-3-amine as a yellow powder (37.2 g, 92%). Product: COC1=NC=CC=C1N (2-methoxypyridin-3-amine). The reagents and catalysts are [Pd] (palladium-activated carbon). RXN SMILES: [CH3:1][O:2][C:3]1[C:8]([N+:9]([O-])=O)=[CH:7][CH:6]=[CH:5][N:4]=1.[H][H]>CO.[Pd]>[CH3:1][O:2][C:3]1[C:8]([NH2:9])=[CH:7][CH:6]=[CH:5][N:4]=1. Starting materials: COC1=NC=CC=C1[N+](=O)[O-] (2-methoxy-3-nitropyridine), [H][H] (hydrogen). Run in CO (methanol).